This data is from the Open Reaction Database (ORD), a public repository of structured organic reaction records. The task is: describe an organic reaction: reactants, conditions, products, and yield Starting materials: CN(C)C=O, [H-], [N-]=[N+]=NC1CN(Cc2ccccc2)CC1NC(=O)CCC(F)(F)CBr, [Na+], O. The product is [N-]=[N+]=NC1CN(Cc2ccccc2)CC1N1CC(F)(F)CCC1=O. As a reaction SMILES: [CH3:29][N:30]([CH3:31])[CH:32]=[O:33].[H-:26].[N:1](=[N+:2]=[N-:3])[CH:4]1[CH:5]([NH:16][C:17]([CH2:18][CH2:19][C:20]([CH2:21][Br:22])([F:23])[F:24])=[O:25])[CH2:6][N:7]([CH2:9][c:10]2[cH:11][cH:12][cH:13][cH:14][cH:15]2)[CH2:8]1.[Na+:27].[OH2:28]>>[N:1](=[N+:2]=[N-:3])[CH:4]1[CH:5]([N:16]2[C:17](=[O:25])[CH2:18][CH2:19][C:20]([F:23])([F:24])[CH2:21]2)[CH2:6][N:7]([CH2:9][c:10]2[cH:11][cH:12][cH:13][cH:14][cH:15]2)[CH2:8]1. Starting materials: ice water, C(O)CN (ethanolamine), resultant mixture, C(C1CO1)OCC(CCCCCCCCCCCCCCCC)O (2-hydroxyoctadecyl glycidyl ether). The solvent is C(C)O (ethanol), C(C)O (ethanol). Run at temperature 80 celsius. Product: OCCNCC(COCC(CCCCCCCCCCCCCCCC)O)O (1-(2-hydroxyethylamino)-3-(2-hydroxyoctadecyloxy)-2-propanol). Yield: 75.2%. As a reaction SMILES: [CH2:1]([CH2:3][NH2:4])[OH:2].[CH2:5]([O:9][CH2:10][CH:11]([OH:28])[CH2:12][CH2:13][CH2:14][CH2:15][CH2:16][CH2:17][CH2:18][CH2:19][CH2:20][CH2:21][CH2:22][CH2:23][CH2:24][CH2:25][CH2:26][CH3:27])[CH:6]1[O:8][CH2:7]1>C(O)C>[OH:2][CH2:1][CH2:3][NH:4][CH2:7][CH:6]([OH:8])[CH2:5][O:9][CH2:10][CH:11]([OH:28])[CH2:12][CH2:13][CH2:14][CH2:15][CH2:16][CH2:17][CH2:18][CH2:19][CH2:20][CH2:21][CH2:22][CH2:23][CH2:24][CH2:25][CH2:26][CH3:27]. Reported procedure: A 300-ml flask equipped with a stirrer, reflux tube and dropping funnel was charged with 40.5 g (0.66 mol) of ethanolamine and 8.6 g of ethanol. While heating and stirring the mixture at 80° C., an ethanol solution of 4.08 g (11.8 mmol) of 2-hydroxyoctadecyl glycidyl ether was added dropwise over 3 hours. After the resultant mixture was heated and stirred further for 3 hours, it was poured into 500 ml of ice water to collect crystals formed by filtration. The thus-obtained crystals were recrysta... Reactants: C(#N)C(CC(=O)OCC)(CCOC1OCCCC1)C1=CC(=C(C=C1)Cl)Cl (Ethyl 3-cyano-3-(3,4-dichlorophenyl)-5-(tetrahydropyran-2-yloxy)pentanoate), CCO (EtOH), C(=O)(O)[O-].[Na+] (NaHCO3). Solvent: O (water). Product: ClC=1C=C(C=CC1Cl)C1(CC(NC1)=O)CCOC1OCCCC1 (4-(3,4-Dichlorophenyl)-4-[2-(tetrahydropyran-2-yloxy)ethyl]pyrrolidin-2-one). The yield is 83.8%. Reaction SMILES: [C:1]([C:3]([C:19]1[CH:24]=[CH:23][C:22]([Cl:25])=[C:21]([Cl:26])[CH:20]=1)([CH2:10][CH2:11][O:12][CH:13]1[CH2:18][CH2:17][CH2:16][CH2:15][O:14]1)[CH2:4][C:5](OCC)=[O:6])#[N:2].CCO.C([O-])(O)=O.[Na+]>O>[Cl:26][C:21]1[CH:20]=[C:19]([C:3]2([CH2:10][CH2:11][O:12][CH:13]3[CH2:18][CH2:17][CH2:16][CH2:15][O:14]3)[CH2:1][NH:2][C:5](=[O:6])[CH2:4]2)[CH:24]=[CH:23][C:22]=1[Cl:25] |f:2.3|. Reported procedure: A solution of 8 g of the compound obtained in step B in 100 ml of 100° EtOH, 5 ml of water and 0.6 g of NaHCO3 is hydrogenated at atmospheric pressure and at RT. The catalyst is filtered off and the filtrate is evaporated under vacuum. The residue is extracted with DCM, the extract is washed with water and dried over MgSO4 and the solvent is evaporated off under vacuum to give 6 g of the expected product. Run in ClCCl (dichloromethane). The reagents and catalysts are CN(C)C=O (DMF). Procedure: To 10.25 g of (1,3-dioxo-1,3-dihydro-2H-isoindol-2-yl)acetic acid dissolved in 50 ml of dichloromethane are added, at room temperature, 4.6 ml of oxalyl chloride and 2 drops of DMF, and the mixture is left for 18 hours at room temperature. The resulting mixture is evaporated to dryness to give 11 g of the expected product. RXN SMILES: [O:1]=[C:2]1[C:10]2[C:5](=[CH:6][CH:7]=[CH:8][CH:9]=2)[C:4](=[O:11])[N:3]1[CH2:12][C:13]([OH:15])=O.C(Cl)(=O)C([Cl:19])=O>ClCCl.CN(C=O)C>[O:1]=[C:2]1[C:10]2[C:5](=[CH:6][CH:7]=[CH:8][CH:9]=2)[C:4](=[O:11])[N:3]1[CH2:12][C:13]([Cl:19])=[O:15]. The product is O=C1N(C(C2=CC=CC=C12)=O)CC(=O)Cl ((1,3-dioxo-1,3-dihydro-2H-isoindol-2-yl)acetyl chloride). The reactants are O=C1N(C(C2=CC=CC=C12)=O)CC(=O)O ((1,3-dioxo-1,3-dihydro-2H-isoindol-2-yl)acetic acid), C(C(=O)Cl)(=O)Cl (oxalyl chloride). Starting materials: C(N)(=O)C1C2=CC=CC=C2C=2C=CC=CC12 (9-carbamoylfluorene), [OH-].C(C1=CC=CC=C1)[N+](CC)(CC)CC (benzyltriethylammonium hydroxide), C(=C)C(=O)CC (ethyl vinyl ketone). Run in O1CCCC1 (tetrahydrofuran). Reaction conditions: temperature 25 celsius. Yields the product C(N)(=O)C1(C2=CC=CC=C2C=2C=CC=CC12)CCC(CC)=O (9-carbamoyl-9-(3-oxopentyl)fluorene). Reaction SMILES: [C:1]([CH:4]1[C:16]2[CH:15]=[CH:14][CH:13]=[CH:12][C:11]=2[C:10]2[C:5]1=[CH:6][CH:7]=[CH:8][CH:9]=2)(=[O:3])[NH2:2].[OH-].C([N+](CC)(CC)CC)C1C=CC=CC=1.[CH:32]([C:34]([CH2:36][CH3:37])=[O:35])=[CH2:33]>O1CCCC1>[C:1]([C:4]1([CH2:33][CH2:32][C:34](=[O:35])[CH2:36][CH3:37])[C:16]2[CH:15]=[CH:14][CH:13]=[CH:12][C:11]=2[C:10]2[C:5]1=[CH:6][CH:7]=[CH:8][CH:9]=2)(=[O:3])[NH2:2] |f:1.2|. Reported procedure: A solution of 52.3 g. of 9-carbamoylfluorene and 10 ml. of benzyltriethylammonium hydroxide in 700 ml. of tetrahydrofuran was heated at 45° C. for thirty minutes and then cooled to 25° C. The reaction mixture was diluted by addition in one portion of 25.2 g. of ethyl vinyl ketone. The reaction mixture was stirred at 25° C. for sixteen hours and at reflux for three hours. The mixture was cooled, added to 200 g. of ice and extracted with 50% ethyl acetate-diethyl ether. The organic extract was was... The reactants are CCOC(=O)CCBr, C1CCOC1, CCCCCC, [Li]CCCC, CC(C)NC(C)C, N#CCc1c(Cl)cccc1Cl. Yields the product CCOC(=O)CCC(C#N)c1c(Cl)cccc1Cl. RXN SMILES: [CH2:30]([CH3:31])[O:32][C:33]([CH2:34][CH2:35][Br:36])=[O:37].[CH2:38]1[O:39][CH2:40][CH2:41][CH2:42]1.[CH3:13][CH2:14][CH2:15][CH2:16][CH2:17][CH3:18].[CH3:8][CH2:9][CH2:10][CH2:11][Li:12].[CH:1]([NH:2][CH:3]([CH3:4])[CH3:5])([CH3:6])[CH3:7].[Cl:19][c:20]1[c:21]([CH2:27][C:28]#[N:29])[c:22]([Cl:26])[cH:23][cH:24][cH:25]1>>[Cl:19][c:20]1[c:21]([CH:27]([C:28]#[N:29])[CH2:35][CH2:34][C:33]([O:32][CH2:30][CH3:31])=[O:37])[c:22]([Cl:26])[cH:23][cH:24][cH:25]1.